From a dataset of the Open Reaction Database (ORD), a public repository of structured organic reaction records. describe an organic reaction: reactants, conditions, products, and yield The reactants are C(CCCCC(=O)[O-])(=O)OC (mono-methyl adipate), S(=O)(Cl)Cl (thionyl chloride). Yields the product C(CCCCC(=O)OC)(=O)OCl (Chloro methyl adipate), acid chloride. Reaction SMILES: [C:1]([O:10][CH3:11])(=[O:9])[CH2:2][CH2:3][CH2:4][CH2:5][C:6]([O-:8])=[O:7].S(Cl)([Cl:14])=O>>[C:6]([O:8][Cl:14])(=[O:7])[CH2:5][CH2:4][CH2:3][CH2:2][C:1]([O:10][CH3:11])=[O:9]. Reported procedure: Chloro methyl adipate was prepared from mono-methyl adipate (10 g, 62.4 mmol) by refluxing with thionyl chloride (20 mL) for 2 h. Distillation gave the acid chloride (bp 80° C., 0.35 mm Hg, 7.4 g). The reactants are O1CC(CC2=CC=CC=C12)CN (chroman-3-ylmethanamine), C(C)(C)(C)OC(=O)C1=C(C=CC=C1)C1=CC=C(C=C1)CN1C(=C(C2=CC(=CC=C12)C(=O)O)C)C (1-((2′-(tert-butoxycarbonyl)biphenyl-4-yl)methyl)-2,3-dimethyl-1H-indole-5-carboxylic acid). Product: O1CC(CC2=CC=CC=C12)CNC(=O)C=1C=C2C(=C(N(C2=CC1)CC1=CC=C(C=C1)C=1C(=CC=CC1)C(=O)O)C)C (4′-((5-(chroman-3-ylmethylcarbamoyl)-2,3-dimethyl-1H-indol-1-yl)methyl)biphenyl-2-carboxylic acid). As a reaction SMILES: [O:1]1[C:10]2[C:5](=[CH:6][CH:7]=[CH:8][CH:9]=2)[CH2:4][CH:3]([CH2:11][NH2:12])[CH2:2]1.C([O:17][C:18]([C:20]1[CH:25]=[CH:24][CH:23]=[CH:22][C:21]=1[C:26]1[CH:31]=[CH:30][C:29]([CH2:32][N:33]2[C:41]3[C:36](=[CH:37][C:38]([C:42](O)=[O:43])=[CH:39][CH:40]=3)[C:35]([CH3:45])=[C:34]2[CH3:46])=[CH:28][CH:27]=1)=[O:19])(C)(C)C>>[O:1]1[C:10]2[C:5](=[CH:6][CH:7]=[CH:8][CH:9]=2)[CH2:4][CH:3]([CH2:11][NH:12][C:42]([C:38]2[CH:37]=[C:36]3[C:41](=[CH:40][CH:39]=2)[N:33]([CH2:32][C:29]2[CH:28]=[CH:27][C:26]([C:21]4[C:20]([C:18]([OH:19])=[O:17])=[CH:25][CH:24]=[CH:23][CH:22]=4)=[CH:31][CH:30]=2)[C:34]([CH3:46])=[C:35]3[CH3:45])=[O:43])[CH2:2]1. Procedure: The title compound was prepared following the same general protocol as described in Steps 8-9, Example 1, using chroman-3-ylmethanamine and 1-((2′-(tert-butoxycarbonyl)biphenyl-4-yl)methyl)-2,3-dimethyl-1H-indole-5-carboxylic acid. LC-MS 545 (M+H). Reactants: ClCCCBr, O=C([O-])[O-], CN(C)C=O, N#Cc1ccc(O)c(Cl)c1, [K+], [K+]. Product: N#Cc1ccc(OCCCCl)c(Cl)c1. As a reaction SMILES: [Br:11][CH2:12][CH2:13][CH2:14][Cl:15].[C:16](=[O:17])([O-:18])[O-:19].[CH3:22][N:23]([CH3:24])[CH:25]=[O:26].[Cl:1][c:2]1[c:3]([OH:10])[cH:4][cH:5][c:6]([C:8]#[N:9])[cH:7]1.[K+:20].[K+:21]>>[Cl:1][c:2]1[c:3]([O:10][CH2:12][CH2:13][CH2:14][Cl:15])[cH:4][cH:5][c:6]([C:8]#[N:9])[cH:7]1. Reactants: 84, P(=O)(Cl)(Cl)Cl (phosphoryl chloride), [OH-].[NH4+] (ammonium hydroxide), C1(=CC=CC=C1)COC=1C(=NC=CC1)N (3-(phenylmethoxy)-2-pyridinamine), C(C)(=O)C1C(OCC1)=O (3-acetyl-4,5-dihydro-2(3H)-furanone), 22, C(C)(=O)C1C(OCC1)=O (3-acetyl-4,5-dihydro-2(3H)-furanone). Run in CC1=CC=CC=C1 (methylbenzene). Reaction conditions: temperature 50 celsius, time 30 minute. Yields the product 20.5, ClCCC1=C(N=C2N(C1=O)C=CC=C2OCC2=CC=CC=C2)C (3-(2-chloroethyl)-2-methyl-9-(phenylmethoxy)-4H-pyrido[1,2-a]pyrimidin-4-one). Isolated yield 62.3%. RXN SMILES: P(Cl)(Cl)([Cl:3])=O.[C:6]1([CH2:12][O:13][C:14]2[C:15]([NH2:20])=[N:16][CH:17]=[CH:18][CH:19]=2)[CH:11]=[CH:10][CH:9]=[CH:8][CH:7]=1.[C:21]([CH:24]1[CH2:28][CH2:27][O:26][C:25]1=O)(=O)[CH3:22].[OH-].[NH4+]>CC1C=CC=CC=1>[Cl:3][CH2:27][CH2:28][C:24]1[C:25](=[O:26])[N:16]2[CH:17]=[CH:18][CH:19]=[C:14]([O:13][CH2:12][C:6]3[CH:7]=[CH:8][CH:9]=[CH:10][CH:11]=3)[C:15]2=[N:20][C:21]=1[CH3:22] |f:3.4|. Procedure: To a stirred mixture of 84 parts of phosphoryl chloride and 540 parts of methylbenzene were added 20 parts of 3-(phenylmethoxy)-2-pyridinamine. The mixture was stirred at 50° C. and 22 parts of 3-acetyl-4,5-dihydro-2(3H)-furanone were added. The reaction mixture was stirred for 5 hours at 90° C. Another portion of 22 parts of 3-acetyl-4,5-dihydro-2(3H)-furanone was added and stirring was continued for 30 minutes at 90° C. The solution was allowed to stand overnight at 90° C. The whole was poured... Isolated yield 72.1%. Solvent: C(C)#N (acetonitrile). The reactants are IN1C(CCC1=O)=O (N-iodosuccinimide), C1(CC1)OC1=CC=2C=C3N(C2C=C1)CCC3 (6-cyclopropoxy-2,3-dihydro-1H-3a-aza-cyclopenta[a]indene). As a reaction SMILES: [I:1]N1C(=O)CCC1=O.[CH:9]1([O:12][C:13]2[CH:21]=[CH:20][C:19]3[N:18]4[CH2:22][CH2:23][CH2:24][C:17]4=[CH:16][C:15]=3[CH:14]=2)[CH2:11][CH2:10]1>C(#N)C>[CH:9]1([O:12][C:13]2[CH:21]=[CH:20][C:19]3[N:18]4[CH2:22][CH2:23][CH2:24][C:17]4=[C:16]([I:1])[C:15]=3[CH:14]=2)[CH2:11][CH2:10]1. Yields the product C1(CC1)OC1=CC=2C(=C3N(C2C=C1)CCC3)I (6-cyclopropoxy-8-iodo-2,3-dihydro-1H-3a-aza-cyclopenta[a]indene). Conditions: time 15 minute. Procedure: 18.5 g N-iodosuccinimide at 0° C. was added to a solution of 17.55 g 6-cyclopropoxy-2,3-dihydro-1H-3a-aza-cyclopenta[a]indene in acetonitrile and the mixture was stirred at this temperature for 15 min. The solid was collected by filtration, washed with cold acetonitrile and dried to constant weight to yield 20.1 g 6-cyclopropoxy-8-iodo-2,3-dihydro-1H-3a-aza-cyclopenta[a]indene as beige crystals melting at 104-105° C. The reactants are c1cc2c3c(cccc3c1)CC2, CCO, CC(=O)O, [Cl-], Cl, O=[N+]([O-])c1ccc2c3c(cccc13)CC2, NN, O=[N+]([O-])O, [Sn]. Product: Nc1ccc2c3c(cccc13)CC2. As a reaction SMILES: [CH2:16]1[c:17]2[c:18]3[c:19]([cH:20][cH:21][cH:22]2)[cH:23][cH:24][cH:25][c:26]3[CH2:27]1.[CH3:37][CH2:38][OH:39].[CH3:40][C:41](=[O:42])[OH:43].[Cl-:33].[ClH:36].[N+:1]([O-:2])(=[O:3])[c:4]1[cH:5][cH:6][c:7]2[c:15]3[c:10]([cH:11][cH:12][cH:13][c:14]13)[CH2:9][CH2:8]2.[NH2:34][NH2:35].[OH:28][N+:29](=[O:30])[O-:31].[Sn:32]>>[NH2:1][c:4]1[cH:5][cH:6][c:7]2[c:15]3[c:10]([cH:11][cH:12][cH:13][c:14]13)[CH2:9][CH2:8]2.